Dataset: the Open Reaction Database (ORD), a public repository of structured organic reaction records. Task: describe an organic reaction: reactants, conditions, products, and yield The reactants are [OH-].[Al+3].[OH-].[OH-] (aluminum hydroxide), P(O)(O)(O)=O (phosphoric acid). Yields the product P(=O)(O)(O)[O-].P(=O)(O)(O)[O-].P(=O)(O)(O)[O-].[Al+3] (aluminum trisdihydrogenphosphate). Reaction SMILES: [OH-].[Al+3:2].[OH-].[OH-].[P:5](=[O:9])([OH:8])([OH:7])[OH:6]>>[P:5]([O-:9])([OH:8])([OH:7])=[O:6].[P:5]([O-:9])([OH:8])([OH:7])=[O:6].[P:5]([O-:9])([OH:8])([OH:7])=[O:6].[Al+3:2] |f:0.1.2.3,5.6.7.8|. Procedure: 23.4 g (0.3 mol, moist) of aluminum hydroxide are dissolved in 88.2 g (0.9 mol, 85%) phosphoric acid while stirring and heating. The reactants are CC(C)(C)OC(=O)N1CCCC(CNC(=O)c2cnc(-c3cccc(F)c3)nc2)C1, ClCCl, Cl. Product: Cl, O=C(NCC1CCCNC1)c1cnc(-c2cccc(F)c2)nc1. Reaction SMILES: [C:2]([O:3][C:4](=[O:5])[N:9]1[CH2:10][CH:11]([CH2:15][NH:16][C:17](=[O:18])[c:19]2[cH:20][n:21][c:22](-[c:25]3[cH:26][c:27]([F:31])[cH:28][cH:29][cH:30]3)[n:23][cH:24]2)[CH2:12][CH2:13][CH2:14]1)([CH3:6])([CH3:7])[CH3:8].[Cl:32][CH2:33][Cl:34].[ClH:1]>>[ClH:1].[NH:9]1[CH2:10][CH:11]([CH2:15][NH:16][C:17](=[O:18])[c:19]2[cH:20][n:21][c:22](-[c:25]3[cH:26][c:27]([F:31])[cH:28][cH:29][cH:30]3)[n:23][cH:24]2)[CH2:12][CH2:13][CH2:14]1. Reagents/catalysts: CN(C1=CC=NC=C1)C (4-dimethylaminopyridine). Reaction SMILES: [C:1]1([C@@H:7]2[CH2:12][CH2:11][CH2:10][CH2:9][C@H:8]2[OH:13])[CH:6]=[CH:5][CH:4]=[CH:3][CH:2]=1.[Cl:14][CH2:15][C:16](Cl)=[O:17].N1C=CC=CC=1>CN(C)C1C=CN=CC=1.C(Cl)Cl>[Cl:14][CH2:15][C:16]([O:13][C@@H:8]1[CH2:9][CH2:10][CH2:11][CH2:12][C@H:7]1[C:1]1[CH:6]=[CH:5][CH:4]=[CH:3][CH:2]=1)=[O:17]. The solvent is C(Cl)Cl (methylene chloride), C(Cl)Cl (methylene chloride). Procedure: In the next step, (±)-trans-2-phenylcyclohexanol is reacted with chloroacetyl chloride at reflux in a basic solvent such as a mixture of methylene chloride and pyridine or, more preferably, 4-dimethylaminopyridine and methylene chloride. The resulting (±)-trans-2-phenylcyclohexyl chloroacetate of the formula ##STR29## can be isolated by conventional means such as extraction followed by distillation of the organic layer. Starting materials: C1(=CC=CC=C1)[C@H]1[C@@H](CCCC1)O ((±)-trans-2-phenylcyclohexanol), ClCC(=O)Cl (chloroacetyl chloride), N1=CC=CC=C1 (pyridine). Yields the product ClCC(=O)O[C@H]1[C@@H](CCCC1)C1=CC=CC=C1 ((±)-trans-2-phenylcyclohexyl chloroacetate). Yield: 71.0%. Reactants: BrC1=CC=C2C=CN(C2=C1)CCCC(=O)O (6-Bromo-1-(carboxyethyl)methyl-1H-indole), C1CCOC1 (THF), [H-].C(C(C)C)[Al+]CC(C)C (diisobutylaluminium hydride), hexanes ethyl acetate. Yields the product BrC1=CC=C2C=CN(C2=C1)CCO (6-Bromo-1-(2-hydroxyethyl)-1H-indole). Reaction conditions: temperature 0 celsius, time 2 hour. As a reaction SMILES: [Br:1][C:2]1[CH:10]=[C:9]2[C:5]([CH:6]=[CH:7][N:8]2[CH2:11][CH2:12]CC(O)=O)=[CH:4][CH:3]=1.[H-].C([Al+]CC(C)C)C(C)C.C1C[O:30]CC1>>[Br:1][C:2]1[CH:10]=[C:9]2[C:5]([CH:6]=[CH:7][N:8]2[CH2:11][CH2:12][OH:30])=[CH:4][CH:3]=1 |f:1.2|. Procedure: To a 250 mL round bottom flask equipped with a stir bar was added compound (i), above, (3.0 g; 10.6 mmol) and THF (50 mL). The mixture was cooled to 0° C. and diisobutylaluminium hydride (1M in toluene)(42.5 mL; 42.5 mmol) added. The reaction mixture was stirred at room temperature for 2 h, cooled to 0° C. and the quenched with sodium sulfate decahydrate. The resulting thick gel was refluxed for 1 h, after which it was filtered through a pad of celite. Upon removing the solvent in vacuo a yellow... Reactants: BrC=1C=C(C=CC1)C1(N=C(OC1)N)C1=CC=C(C=C1)F (4-(3-bromo-phenyl)-4-(4-fluoro-phenyl)-4,5-dihydro-oxazol-2-ylamine), CC(C)([O-])C.[Na+] (sodium tert-butoxide), C(C)(C)(C)P(C1=C(C=CC=C1)C1=C(C=C(C=C1CCC)CCC)CCC)C(C)(C)C (2-di-t-butylphosphino-2′,4′,6′-tri-1-propyl-1,1biphenyl), COC=1C=C(N)C=CC1 (3-methoxyaniline). Reagents/catalysts: C=1C=CC(=CC1)/C=C/C(=O)/C=C/C2=CC=CC=C2.C=1C=CC(=CC1)/C=C/C(=O)/C=C/C2=CC=CC=C2.C=1C=CC(=CC1)/C=C/C(=O)/C=C/C2=CC=CC=C2.[Pd].[Pd] (tris(dibenzylideneacetone)dipalladium). Solvent: C(C)OC(C)=O (ethylacetate), O (water), C1(=CC=CC=C1)C (toluene). Run at temperature 100 celsius, time 16 hour. Product: FC1=CC=C(C=C1)C1(N=C(OC1)N)C1=CC(=CC=C1)NC1=CC(=CC=C1)OC (4-(4-Fluoro-phenyl)-4-[3-(3-methoxy-phenylamino)-phenyl]-4,5-dihydro-oxazol-2-ylamine). As a reaction SMILES: Br[C:2]1[CH:3]=[C:4]([C:8]2([C:14]3[CH:19]=[CH:18][C:17]([F:20])=[CH:16][CH:15]=3)[CH2:12][O:11][C:10]([NH2:13])=[N:9]2)[CH:5]=[CH:6][CH:7]=1.CC(C)([O-])C.[Na+].C(P(C(C)(C)C)C1C=CC=CC=1C1C(CCC)=CC(CCC)=CC=1CCC)(C)(C)C.[CH3:57][O:58][C:59]1[CH:60]=[C:61]([CH:63]=[CH:64][CH:65]=1)[NH2:62]>C1C=CC(/C=C/C(/C=C/C2C=CC=CC=2)=O)=CC=1.C1C=CC(/C=C/C(/C=C/C2C=CC=CC=2)=O)=CC=1.C1C=CC(/C=C/C(/C=C/C2C=CC=CC=2)=O)=CC=1.[Pd].[Pd].C(OC(=O)C)C.O.C1(C)C=CC=CC=1>[F:20][C:17]1[CH:18]=[CH:19][C:14]([C:8]2([C:4]3[CH:5]=[CH:6][CH:7]=[C:2]([NH:62][C:61]4[CH:63]=[CH:64][CH:65]=[C:59]([O:58][CH3:57])[CH:60]=4)[CH:3]=3)[CH2:12][O:11][C:10]([NH2:13])=[N:9]2)=[CH:15][CH:16]=1 |f:1.2,5.6.7.8.9|. Reported procedure: A microwave tube was charged with 4-(3-bromo-phenyl)-4-(4-fluoro-phenyl)-4,5-dihydro-oxazol-2-ylamine (Building Block G 156 mg, 0.467 mmol, 1.0 eq), sodium tert-butoxide (89 mg, 0.933 mmol, 2.0 eq.), 2-di-t-butylphosphino-2′,4′,6′-tri-1-propyl-1,1biphenyl (18 mg, 0.042 mmol, 0.042 eq.), tris(dibenzylideneacetone)dipalladium (10 mg, 0.012 mmol, 0.025 eq.) and 3-methoxyaniline (115 mg, 0.933 mmol, 2.0 eq.). After three vacuum-nitrogen cycles, toluene was introduced (1 mL), the tube was sealed and ... Reactants: ON1N=NC2=C1C=CC=C2 (1-hydroxybenzotriazole), [F-].C(CCC)[N+](CCCC)(CCCC)CCCC (tetrabutylammonium fluoride), Example 23 ( 23e ), Example 25 ( 25b ), O1CCCC1 (tetrahydrofuran), solution, C(C)C1=NC(=CC=C1C(N)=NO)CO[Si](C(C)C)(C(C)C)C(C)C (2-ethyl-N′-hydroxy-6-{[(triisopropylsilyl)oxy]methyl}pyridine-3-carboximidamide), Example 12 ( 12a ), FC=1C=C(C(=O)O)C=CC1CC(C)C (3-fluoro-4-isobutylbenzoic acid), Cl.C(C)N=C=NCCCN(C)C (1-ethyl-3-(3-dimethylaminopropyl)carbodiimide hydrochloride). The product is crude product, C(C)C1=C(C=CC(=N1)CO)C1=NOC(=N1)C1=CC(=C(C=C1)CC(C)C)F ({6-Ethyl-5-[5-(3-fluoro-4-isobutylphenyl)-1,2,4-oxadiazol-3-yl]pyridin-2-yl}methanol). As a reaction SMILES: [F:1][C:2]1[CH:3]=[C:4]([CH:8]=[CH:9][C:10]=1[CH2:11][CH:12]([CH3:14])[CH3:13])[C:5]([OH:7])=O.ON1C2C=CC=CC=2N=N1.Cl.C(N=C=NCCCN(C)C)C.[CH2:37]([C:39]1[C:44]([C:45](=[N:47]O)[NH2:46])=[CH:43][CH:42]=[C:41]([CH2:49][O:50][Si](C(C)C)(C(C)C)C(C)C)[N:40]=1)[CH3:38].[F-].C([N+](CCCC)(CCCC)CCCC)CCC.O1CCCC1>>[CH2:37]([C:39]1[N:40]=[C:41]([CH2:49][OH:50])[CH:42]=[CH:43][C:44]=1[C:45]1[N:47]=[C:5]([C:4]2[CH:8]=[CH:9][C:10]([CH2:11][CH:12]([CH3:14])[CH3:13])=[C:2]([F:1])[CH:3]=2)[O:7][N:46]=1)[CH3:38] |f:2.3,5.6|. Procedure details: The crude product of the title compound was synthesized by conducting the similar reaction to that mentioned in Example 12 (12a) using 3-fluoro-4-isobutylbenzoic acid (0.11 g, 0.54 mmol) that was obtained in Example 23 (23e), 1-hydroxybenzotriazole (86 mg, 0.56 mmol), 1-ethyl-3-(3-dimethylaminopropyl)carbodiimide hydrochloride (0.11 g, 0.56 mmol), 2-ethyl-N′-hydroxy-6-{[(triisopropylsilyl)oxy]methyl}pyridine-3-carboximidamide (0.18 g, 0.51 mmol) that was obtained in Example 25 (25b), and a 1.0 M... Reactants: COC1=C(C=CC=C1)N(S(=O)(=O)C=1C(=CC=CC1)C)CC(=O)O ([(2-methoxy-phenyl)-(toluene-2-sulfonyl)-amino]-acetic acid), C(C)NCC=1C=NC=CC1 (ethyl-pyridin-3-ylmethyl-amine). Procedure details: prepared by reaction of [(2-methoxy-phenyl)-(toluene-2-sulfonyl)-amino]-acetic acid with ethyl-pyridin-3-ylmethyl-amine The product is C(C)N(C(CN(S(=O)(=O)C=1C(=CC=CC1)C)C1=C(C=CC=C1)OC)=O)CC=1C=NC=CC1 (N-Ethyl-2-[(2-methoxy-phenyl)-(toluene-2-sulfonyl)-amino]-N-pyridin-3-ylmethyl-acetamide). As a reaction SMILES: [CH3:1][O:2][C:3]1[CH:8]=[CH:7][CH:6]=[CH:5][C:4]=1[N:9]([CH2:20][C:21]([OH:23])=O)[S:10]([C:13]1[C:14]([CH3:19])=[CH:15][CH:16]=[CH:17][CH:18]=1)(=[O:12])=[O:11].[CH2:24]([NH:26][CH2:27][C:28]1[CH:29]=[N:30][CH:31]=[CH:32][CH:33]=1)[CH3:25]>>[CH2:24]([N:26]([CH2:27][C:28]1[CH:29]=[N:30][CH:31]=[CH:32][CH:33]=1)[C:21](=[O:23])[CH2:20][N:9]([C:4]1[CH:5]=[CH:6][CH:7]=[CH:8][C:3]=1[O:2][CH3:1])[S:10]([C:13]1[C:14]([CH3:19])=[CH:15][CH:16]=[CH:17][CH:18]=1)(=[O:11])=[O:12])[CH3:25].